From a dataset of the Open Reaction Database (ORD), a public repository of structured organic reaction records. describe an organic reaction: reactants, conditions, products, and yield Reaction SMILES: [NH:1]([C:3](=[O:25])[C:4]([NH:6][C:7]1[CH:24]=[CH:23][C:10]([O:11][C@@H:12]2[CH2:17][CH2:16][C@H:15]([C:18]([O:20]CC)=[O:19])[CH2:14][CH2:13]2)=[CH:9][CH:8]=1)=[O:5])[NH2:2].[F:26][C:27]1[CH:28]=[C:29]([N:34]=[C:35]=S)[CH:30]=[CH:31][C:32]=1[F:33].CCN=C=NCCCN(C)C.[OH-].[Na+].Cl>CN(C=O)C.CO.C1COCC1.O>[F:26][C:27]1[CH:28]=[C:29]([NH:34][C:35]2[O:25][C:3]([C:4]([NH:6][C:7]3[CH:8]=[CH:9][C:10]([O:11][C@@H:12]4[CH2:13][CH2:14][C@H:15]([C:18]([OH:20])=[O:19])[CH2:16][CH2:17]4)=[CH:23][CH:24]=3)=[O:5])=[N:1][N:2]=2)[CH:30]=[CH:31][C:32]=1[F:33] |f:3.4|. Run in CO (MeOH), C1CCOC1 (THF), O (water), CN(C)C=O (DMF). Isolated yield 46.7%. Reactants: CCN=C=NCCCN(C)C (EDCI), N(N)C(C(=O)NC1=CC=C(O[C@H]2CC[C@H](CC2)C(=O)OCC)C=C1)=O (Ethyl cis-4-(4-{[hydrazino(oxo)acetyl]amino}phenoxy)cyclohexanecarboxylate), N(N)C(C(=O)NC1=CC=C(O[C@H]2CC[C@H](CC2)C(=O)OCC)C=C1)=O (Ethyl cis-4-(4-{[hydrazino(oxo)acetyl]amino}phenoxy)cyclohexanecarboxylate), FC=1C=C(C=CC1F)N=C=S (3,4-difluorophenyl isothiocyanate), aqueous solution, [OH-].[Na+] (NaOH), Cl (HCl). Product: FC=1C=C(C=CC1F)NC1=NN=C(O1)C(=O)NC1=CC=C(O[C@H]2CC[C@H](CC2)C(=O)O)C=C1 (cis-4-{4-[({5-[(3,4-Difluorophenyl)amino]-1,3,4-oxadiazol-2-yl}carbonyl)amino]-phenoxy}cyclohexanecarboxylic acid). Conditions: temperature 65 celsius, time 30 minute. Procedure details: Ethyl cis-4-(4-{[hydrazino(oxo)acetyl]amino}phenoxy)cyclohexanecarboxylate (Intermediate 1, 698 mg, 2.00 mmol) was added in one portion to a stirred solution of 3,4-difluorophenyl isothiocyanate (411 mg, 2.40 mmol) in DMF (10 mL) and the reaction mixture was stirred at 65° C. for 30 mins. EDCI (461 mg, 2.40 mmol) was added in one portion and the reaction mixture was heated to 85° C. for 3 h. The mixture was cooled to ambient temperature and water (15 mL) was added and the resulting suspension wa... Starting materials: CCO, O=[N+]([O-])c1ccccc1CCl, [N-]=[N+]=[N-], [Na+]. Yields the product [N-]=[N+]=NCc1ccccc1[N+](=O)[O-]. RXN SMILES: [CH3:16][CH2:17][OH:18].[N+:1](=[O:2])([O-:3])[c:4]1[c:5]([CH2:6][Cl:7])[cH:8][cH:9][cH:10][cH:11]1.[N-:13]=[N+:14]=[N-:15].[Na+:12]>>[N+:1](=[O:2])([O-:3])[c:4]1[c:5]([CH2:6][N:13]=[N+:14]=[N-:15])[cH:8][cH:9][cH:10][cH:11]1. Starting materials: BrCc1ccc(Br)cc1I, C1CCOC1, CC(C)[N-]C(C)C, COC(=O)C1CCC(C(F)F)CC1, [Li+], N#N. Yields the product COC(=O)C1(Cc2ccc(Br)cc2I)CCC(C(F)F)CC1. RXN SMILES: [Br:24][c:25]1[cH:26][c:27]([I:33])[c:28]([CH2:31][Br:32])[cH:29][cH:30]1.[CH2:34]1[O:35][CH2:36][CH2:37][CH2:38]1.[CH:16]([N-:17][CH:18]([CH3:19])[CH3:20])([CH3:21])[CH3:22].[F:1][CH:2]([CH:3]1[CH2:4][CH2:5][CH:6]([C:9](=[O:10])[O:11][CH3:12])[CH2:7][CH2:8]1)[F:13].[Li+:23].[N:14]#[N:15]>>[F:1][CH:2]([CH:3]1[CH2:4][CH2:5][C:6]([C:9](=[O:10])[O:11][CH3:12])([CH2:31][c:28]2[c:27]([I:33])[cH:26][c:25]([Br:24])[cH:30][cH:29]2)[CH2:7][CH2:8]1)[F:13]. The reactants are O=C(Cl)Oc1ccccc1, CCOC(C)=O, CC(C)(C)c1ccc(N2C(=O)N(Cc3ccnc(N)n3)C(C)(C)C2=O)cc1, C1CCOC1, c1ccncc1. Yields the product CC(C)(C)c1ccc(N2C(=O)N(Cc3ccnc(NC(=O)Oc4ccccc4)n3)C(C)(C)C2=O)cc1. Reaction SMILES: [C:34]([O:35][c:36]1[cH:37][cH:38][cH:39][cH:40][cH:41]1)(=[O:42])[Cl:43].[CH3:49][CH2:50][O:51][C:52](=[O:53])[CH3:54].[NH2:1][c:2]1[n:3][cH:4][cH:5][c:6]([CH2:8][N:9]2[C:10](=[O:27])[N:11]([c:17]3[cH:18][cH:19][c:20]([C:23]([CH3:24])([CH3:25])[CH3:26])[cH:21][cH:22]3)[C:12](=[O:16])[C:13]2([CH3:14])[CH3:15])[n:7]1.[O:44]1[CH2:45][CH2:46][CH2:47][CH2:48]1.[cH:28]1[cH:29][cH:30][n:31][cH:32][cH:33]1>>[NH:1]([c:2]1[n:3][cH:4][cH:5][c:6]([CH2:8][N:9]2[C:10](=[O:27])[N:11]([c:17]3[cH:18][cH:19][c:20]([C:23]([CH3:24])([CH3:25])[CH3:26])[cH:21][cH:22]3)[C:12](=[O:16])[C:13]2([CH3:14])[CH3:15])[n:7]1)[C:34]([O:35][c:36]1[cH:37][cH:38][cH:39][cH:40][cH:41]1)=[O:42]. Reactants: CS(=O)(=O)c1ccc2[nH]c(-c3nnco3)cc2c1, CN(C)C=O, Fc1ccc(CBr)cc1, [H-], [Na+]. Product: CS(=O)(=O)c1ccc2c(c1)cc(-c1nnco1)n2Cc1ccc(F)cc1. As a reaction SMILES: [CH3:1][S:2](=[O:3])(=[O:4])[c:5]1[cH:6][c:7]2[cH:8][c:9](-[c:14]3[o:15][cH:16][n:17][n:18]3)[nH:10][c:11]2[cH:12][cH:13]1.[CH3:30][N:31]([CH3:32])[CH:33]=[O:34].[F:21][c:22]1[cH:23][cH:24][c:25]([CH2:26][Br:27])[cH:28][cH:29]1.[H-:19].[Na+:20]>>[CH3:1][S:2](=[O:3])(=[O:4])[c:5]1[cH:6][c:7]2[cH:8][c:9](-[c:14]3[o:15][cH:16][n:17][n:18]3)[n:10]([CH2:26][c:25]3[cH:24][cH:23][c:22]([F:21])[cH:29][cH:28]3)[c:11]2[cH:12][cH:13]1.